The task is: describe an organic reaction: reactants, conditions, products, and yield. This data is from the Open Reaction Database (ORD), a public repository of structured organic reaction records. Starting materials: Br.ClC=1C=C(C=2N(N1)C(=NN2)N)C (6-Chloro-8-methyl-[1,2,4]triazolo[4,3-b]pyridazin-3-ylamine hydrobromide), [O-]CC.[Na+] (sodium ethoxide). Run in C(C)O (ethanol). Reaction conditions: temperature 60 celsius, time 1 hour. The product is C(C)OC=1C=C(C=2N(N1)C(=NN2)N)C (6-Ethoxy-8-methyl-[1,2,4]triazolo[4,3-b]pyridazin-3-ylamine). The yield is 96.4%. RXN SMILES: Br.Cl[C:3]1[CH:4]=[C:5]([CH3:13])[C:6]2[N:7]([C:9]([NH2:12])=[N:10][N:11]=2)[N:8]=1.[O-:14][CH2:15][CH3:16].[Na+]>C(O)C>[CH2:15]([O:14][C:3]1[CH:4]=[C:5]([CH3:13])[C:6]2[N:7]([C:9]([NH2:12])=[N:10][N:11]=2)[N:8]=1)[CH3:16] |f:0.1,2.3|. Procedure details: 6-Chloro-8-methyl-[1,2,4]triazolo[4,3-b]pyridazin-3-ylamine hydrobromide (W2.002; 2.5 g) were dissolved in ethanol (50 ml), admixed under argon with sodium ethoxide (3.86 g) and stirred at 60° C. for 1 h. Then the mixture was dried and the residue was purified using a 40 g silica gel cartridge (0-20% dichloromethane-ethanol gradient in 40 min). The clean product fractions were combined and dried. 1.76 g of the title compound were obtained. As a reaction SMILES: [C:18](=[O:19])([O-:20])[O-:21].[CH2:24]([N:25]([CH2:26][CH3:27])[CH:28]=[O:29])[CH3:30].[Cl:1][c:2]1[n:3][cH:4][cH:5][cH:6][c:7]1[Cl:8].[F:9][C:10]([c:11]1[n:12][nH:13][cH:14][cH:15]1)([F:16])[F:17].[K+:22].[K+:23]>>[c:2]1(-[n:13]2[n:12][c:11]([C:10]([F:9])([F:16])[F:17])[cH:15][cH:14]2)[n:3][cH:4][cH:5][cH:6][c:7]1[Cl:8]. The reactants are O=C([O-])[O-], CCN(C=O)CC, Clc1cccnc1Cl, FC(F)(F)c1cc[nH]n1, [K+], [K+]. Yields the product FC(F)(F)c1ccn(-c2ncccc2Cl)n1. Starting materials: [F-].C(CCC)[N+](CCCC)(CCCC)CCCC.O1CCCC1 (tetrabutyl ammonium fluoride tetrahydrofuran), CS(=O)(=O)O[C@H](C)[C@@H]1OC(O[C@H]1CO[Si](C(C)C)(C(C)C)C(C)C)(C)C ((1R)-1-((4R,5S)-2,2-dimethyl-5-(((tris(propan-2-yl)silyl)oxy)methy)-1,3-dioxolane-4-yl)ethyl methanesulfonate), [Cl-].[NH4+] (ammonium chloride), C(O)([O-])=O.[Na+] (sodium hydrogen carbonate). Solvent: O1CCCC1 (tetrahydrofuran), C(C)(=O)OCC (ethyl acetate). Conditions: time 20 minute. The product is CS(=O)(=O)O[C@H](C)[C@H]1OC(O[C@H]1CO)(C)C ((1R)-1-((4S,5S)-5-(hydroxymethyl)-2,2-dimethyl-1,3-dioxolane-4-yl)ethyl methanesulfonate). The yield is 146.8%. Reaction SMILES: [F-].C([N+](CCCC)(CCCC)CCCC)CCC.O1CCCC1.[CH3:24][S:25]([O:28][C@@H:29]([C@H:31]1[C@H:35]([CH2:36][O:37][Si](C(C)C)(C(C)C)C(C)C)[O:34][C:33]([CH3:49])([CH3:48])[O:32]1)[CH3:30])(=[O:27])=[O:26].[Cl-].[NH4+].C(=O)([O-])O.[Na+]>O1CCCC1.C(OCC)(=O)C>[CH3:24][S:25]([O:28][C@@H:29]([C@@H:31]1[C@H:35]([CH2:36][OH:37])[O:34][C:33]([CH3:48])([CH3:49])[O:32]1)[CH3:30])(=[O:26])=[O:27] |f:0.1.2,4.5,6.7|. Procedure: 5.8 mL of a 1 mol/L tetrabutyl ammonium fluoride/tetrahydrofuran solution was added to a solution of 1.98 g of (1R)-1-((4R,5S)-2,2-dimethyl-5-(((tris(propan-2-yl)silyl)oxy)methy)-1,3-dioxolane-4-yl)ethyl methanesulfonate in 24 mL of tetrahydrofuran at a temperature of 5° C. to 10° C., and the obtained mixture was then stirred at room temperature for 20 minutes. Thereafter, a saturated ammonium chloride aqueous solution, a saturated sodium hydrogen carbonate aqueous solution and ethyl acetate wer... The reactants are CCOC1CCC(N2C(=O)c3ccccc3C2=O)CC1, CCOCC, CCO, CO, NN, O. Yields the product CCOC1CCC(N)CC1. RXN SMILES: [CH2:1]([CH3:2])[O:3][CH:4]1[CH2:5][CH2:6][CH:7]([N:10]2[C:11](=[O:12])[c:13]3[cH:14][cH:15][cH:16][cH:17][c:18]3[C:19]2=[O:20])[CH2:8][CH2:9]1.[CH3:24][CH2:25][O:26][CH2:27][CH3:28].[CH3:29][CH2:30][OH:31].[CH3:32][OH:33].[NH2:22][NH2:23].[OH2:21]>>[CH2:1]([CH3:2])[O:3][CH:4]1[CH2:5][CH2:6][CH:7]([NH2:10])[CH2:8][CH2:9]1. The reactants are COc1cc(B(O)O)cc(OC)c1OC, CCOC(=O)c1ccc(Cl)nc1. Product: CCOC(=O)c1ccc(-c2cc(OC)c(OC)c(OC)c2)nc1. RXN SMILES: [CH3:1][O:2][c:3]1[cH:4][c:5]([B:13]([OH:14])[OH:15])[cH:6][c:7]([O:11][CH3:12])[c:8]1[O:9][CH3:10].[Cl:16][c:17]1[n:18][cH:19][c:20]([C:21](=[O:22])[O:23][CH2:24][CH3:25])[cH:26][cH:27]1>>[CH3:1][O:2][c:3]1[cH:4][c:5](-[c:17]2[n:18][cH:19][c:20]([C:21](=[O:22])[O:23][CH2:24][CH3:25])[cH:26][cH:27]2)[cH:6][c:7]([O:11][CH3:12])[c:8]1[O:9][CH3:10]. Reactants: BrC1=CN=C(N1C)C (5-bromo-1,2-dimethyl-1H-imidazole), COC1=C(N)C=CC(=C1)B1OC(C(O1)(C)C)(C)C (2-methoxy-4-(4,4,5,5-tetramethyl-1,3,2-dioxaborolan-2-yl)aniline), [F-].[Cs+] (CsF). Reagents/catalysts: C=1C=CC(=CC1)[P](C=2C=CC=CC2)(C=3C=CC=CC3)[Pd]([P](C=4C=CC=CC4)(C=5C=CC=CC5)C=6C=CC=CC6)([P](C=7C=CC=CC7)(C=8C=CC=CC8)C=9C=CC=CC9)[P](C=1C=CC=CC1)(C=1C=CC=CC1)C=1C=CC=CC1 (Pd(PPh3)4). Run in COCCOC.CO (DME MeOH). Reaction conditions: temperature 150 celsius. Product: CN1C(=NC=C1C1=CC(=C(N)C=C1)OC)C (4-(1,2-Dimethyl-1H-imidazol-5-yl)-2-methoxyaniline). The yield is 42.2%. Reaction SMILES: Br[C:2]1[N:6]([CH3:7])[C:5]([CH3:8])=[N:4][CH:3]=1.[CH3:9][O:10][C:11]1[CH:17]=[C:16](B2OC(C)(C)C(C)(C)O2)[CH:15]=[CH:14][C:12]=1[NH2:13].[F-].[Cs+]>C1C=CC([P]([Pd]([P](C2C=CC=CC=2)(C2C=CC=CC=2)C2C=CC=CC=2)([P](C2C=CC=CC=2)(C2C=CC=CC=2)C2C=CC=CC=2)[P](C2C=CC=CC=2)(C2C=CC=CC=2)C2C=CC=CC=2)(C2C=CC=CC=2)C2C=CC=CC=2)=CC=1.COCCOC.CO>[CH3:7][N:6]1[C:2]([C:16]2[CH:15]=[CH:14][C:12]([NH2:13])=[C:11]([O:10][CH3:9])[CH:17]=2)=[CH:3][N:4]=[C:5]1[CH3:8] |f:2.3,5.6,^1:32,34,53,72|. Procedure details: To a microwave vial was added 5-bromo-1,2-dimethyl-1H-imidazole (230 mg, 1.31 mmol), 2-methoxy-4-(4,4,5,5-tetramethyl-1,3,2-dioxaborolan-2-yl)aniline (393 mg, 1.58 mmol), Pd(PPh3)4 (152 mg, 0.13 mmol), CsF (599 mg, 3.94 mmol) and DME/MeOH 3/1 (4 mL). The mixture was heated in a microwave at 150° C. for 1 hour. The reaction mixture was then filtered and concentrated onto silica gel and purified by Biotage silica gel column chromatography eluting with (EtOAc/MeOH 100/0 to 96/4) to give the title p... The reactants are OC=1C=C2C=C(C=NC2=CC1)C(=O)O (6-Hydroxyquinoline-3-carboxylic acid), S(O)(O)(=O)=O (sulfuric acid), C([O-])(O)=O.[Na+] (sodium bicarbonate). Run in CO (methanol). Reaction conditions: temperature 70 celsius. Product: OC=1C=C2C=C(C=NC2=CC1)C(=O)OC (methyl 6-hydroxyquinoline-3-carboxylate). Reaction SMILES: [OH:1][C:2]1[CH:3]=[C:4]2[C:9](=[CH:10][CH:11]=1)[N:8]=[CH:7][C:6]([C:12]([OH:14])=[O:13])=[CH:5]2.S(=O)(=O)(O)O.[C:20](=O)(O)[O-].[Na+]>CO>[OH:1][C:2]1[CH:3]=[C:4]2[C:9](=[CH:10][CH:11]=1)[N:8]=[CH:7][C:6]([C:12]([O:14][CH3:20])=[O:13])=[CH:5]2 |f:2.3|. Procedure details: 6-Hydroxyquinoline-3-carboxylic acid (Int-15, 1 g, 5.29 mmol) was suspended in methanol (25 mL) to which sulfuric acid (0.3 mL, 5 mmol) was carefully added. The reaction was heated at 70° C. under an atmosphere of nitrogen for 48 h. The reaction was cooled to room temperature and saturated sodium bicarbonate solution (2 mL) was added. The solvent was removed under reduced pressure and the crude residue was co-evaporated with toluene twice. The dried residue was purified by silica gel chromatogra... Starting materials: CS(=O)(=O)C1=CC=C(N)C=C1 (4-(methylsulfonyl)aniline), C[Al](C)C (trimethylaluminum), ClC=1C=C(C#N)C=CC1C (3-chloro-4-methylbenzonitrile). The solvent is C1(=CC=CC=C1)C (toluene), C1(=CC=CC=C1)C (toluene), C(Cl)(Cl)Cl (chloroform). Reaction conditions: time 2.5 hour. Product: ClC=1C=C(C=CC1C)C(NC1=CC=C(C=C1)S(=O)(=O)C)=N (3-Chloro-4-methyl-N-[4-(methylsulfonyl)phenyl]benzenecarboximidamide). RXN SMILES: [CH3:1][S:2]([C:5]1[CH:11]=[CH:10][C:8]([NH2:9])=[CH:7][CH:6]=1)(=[O:4])=[O:3].C[Al](C)C.[Cl:16][C:17]1[CH:18]=[C:19]([CH:22]=[CH:23][C:24]=1[CH3:25])[C:20]#[N:21]>C1(C)C=CC=CC=1.C(Cl)(Cl)Cl>[Cl:16][C:17]1[CH:18]=[C:19]([C:20](=[NH:21])[NH:9][C:8]2[CH:10]=[CH:11][C:5]([S:2]([CH3:1])(=[O:3])=[O:4])=[CH:6][CH:7]=2)[CH:22]=[CH:23][C:24]=1[CH3:25]. Procedure: To a suspension of 4-(methylsulfonyl)aniline (2.82 g, 16.5 mmol) in toluene (150 mL), trimethylaluminum (2M solution in toluene, 12.5 mL, 24.7 mmol) was added over 15 minutes. The reaction mixture was warmed to room temperature and stirred for 2.5 hours. A solution of 3-chloro-4-methylbenzonitrile (5 g, 33 mmol) in toluene (100 mL) was added over 10 minutes and the reaction mixture was heated to 90°-95° C. After 20 hours, the reaction mixture was cooled to room temperature and poured over a slur...